Dataset: the Open Reaction Database (ORD), a public repository of structured organic reaction records. Task: describe an organic reaction: reactants, conditions, products, and yield Starting materials: C(C)(C)OC1=CC=C(C=O)C=C1 (4-isopropoxybenzaldehyde), CCOC(=O)/C=C/CP(=O)(OCC)OCC (triethyl 4-phosphonocrotonate). The product is C(C)(C)OC1=CC=C(C=C1)/C=C/C=C/C(=O)OCC (ethyl (E,E)-5-(4-isopropoxyphenyl)pentadienoate). The yield is 58.0%. RXN SMILES: [CH:1]([O:4][C:5]1[CH:12]=[CH:11][C:8]([CH:9]=O)=[CH:7][CH:6]=1)([CH3:3])[CH3:2].[CH3:13][CH2:14][O:15][C:16](/[CH:18]=[CH:19]/[CH2:20]P(OCC)(OCC)=O)=[O:17]>>[CH:1]([O:4][C:5]1[CH:12]=[CH:11][C:8](/[CH:9]=[CH:20]/[CH:19]=[CH:18]/[C:16]([O:15][CH2:14][CH3:13])=[O:17])=[CH:7][CH:6]=1)([CH3:3])[CH3:2]. Reported procedure: According to the same manner as that described in Reference Example 1, 4-isopropoxybenzaldehyde was reacted with triethyl 4-phosphonocrotonate to give ethyl (E,E)-5-(4-isopropoxyphenyl)pentadienoate as crystals (yield: 58%). The crystals were recrystallized from ether-hexane. Colorless prisms, mp: 64-65° C.